Dataset: the Open Reaction Database (ORD), a public repository of structured organic reaction records. Task: describe an organic reaction: reactants, conditions, products, and yield Starting materials: Cc1ccccc1, CCOC(C)=O, COCCCCC(O)(c1cccc(F)c1-c1cccc(C)c1)C1CN(C(=O)OC(C)(C)C)CCO1. The product is COCCCC=C(c1cccc(F)c1-c1cccc(C)c1)C1CN(C(=O)OC(C)(C)C)CCO1. As a reaction SMILES: [CH3:36][c:37]1[cH:38][cH:39][cH:40][cH:41][cH:42]1.[CH3:43][CH2:44][O:45][C:46]([CH3:47])=[O:48].[F:1][c:2]1[cH:3][cH:4][cH:5][c:6]([C:15]([CH2:16][CH2:17][CH2:18][CH2:19][O:20][CH3:21])([OH:22])[CH:23]2[O:24][CH2:25][CH2:26][N:27]([C:29](=[O:30])[O:31][C:32]([CH3:33])([CH3:34])[CH3:35])[CH2:28]2)[c:7]1-[c:8]1[cH:9][c:10]([CH3:14])[cH:11][cH:12][cH:13]1>>[F:1][c:2]1[cH:3][cH:4][cH:5][c:6]([C:15](=[CH:16][CH2:17][CH2:18][CH2:19][O:20][CH3:21])[CH:23]2[O:24][CH2:25][CH2:26][N:27]([C:29](=[O:30])[O:31][C:32]([CH3:33])([CH3:34])[CH3:35])[CH2:28]2)[c:7]1-[c:8]1[cH:9][c:10]([CH3:14])[cH:11][cH:12][cH:13]1.